Dataset: the Open Reaction Database (ORD), a public repository of structured organic reaction records. Task: describe an organic reaction: reactants, conditions, products, and yield Starting materials: C#CCCl, CCCC[N+](CCCC)(CCCC)CCCC, [Na+], [OH-], O, O=S(=O)([O-])O, N#CC(c1ccccc1)c1ccccc1. Product: C#CCC(C#N)(c1ccccc1)c1ccccc1. As a reaction SMILES: [CH2:16]([C:17]#[CH:18])[Cl:19].[CH2:27]([N+:28]([CH2:29][CH2:30][CH2:31][CH3:32])([CH2:33][CH2:34][CH2:35][CH3:36])[CH2:37][CH2:38][CH2:39][CH3:40])[CH2:41][CH2:42][CH3:43].[Na+:21].[OH-:20].[OH2:44].[S:22]([O-:23])([OH:24])(=[O:25])=[O:26].[c:1]1([CH:7]([C:8]#[N:9])[c:10]2[cH:11][cH:12][cH:13][cH:14][cH:15]2)[cH:2][cH:3][cH:4][cH:5][cH:6]1>>[c:1]1([C:7]([C:8]#[N:9])([c:10]2[cH:11][cH:12][cH:13][cH:14][cH:15]2)[CH2:18][C:17]#[CH:16])[cH:2][cH:3][cH:4][cH:5][cH:6]1. Starting materials: O=[N+]([O-])c1ccnc(Cl)c1, [H-], [Na+], Oc1ccccc1Cl. The product is Clc1cc(Oc2ccccc2Cl)ccn1. As a reaction SMILES: [Cl:11][c:12]1[n:13][cH:14][cH:15][c:16]([N+:18]([O-:19])=[O:20])[cH:17]1.[H-:9].[Na+:10].[OH:1][c:2]1[cH:3][cH:4][cH:5][cH:6][c:7]1[Cl:8]>>[O:1]([c:2]1[cH:3][cH:4][cH:5][cH:6][c:7]1[Cl:8])[c:16]1[cH:15][cH:14][n:13][c:12]([Cl:11])[cH:17]1.